Dataset: the Open Reaction Database (ORD), a public repository of structured organic reaction records. Task: describe an organic reaction: reactants, conditions, products, and yield Run at time 30 minute. The reagents and catalysts are C(C)(=O)[O-].[Pd+2].C(C)(=O)[O-] (palladium acetate). As a reaction SMILES: C(=O)([O-])[O-].[Cs+].[Cs+].C1COCC1.Br[C:13]1[CH:18]=[C:17]([N+:19]([O-:21])=[O:20])[CH:16]=[C:15]([O:22][CH3:23])[CH:14]=1.[CH3:24][N:25]1[CH2:30][CH2:29][NH:28][CH2:27][CH2:26]1>C(OCC)(=O)C.C([O-])(=O)C.[Pd+2].C([O-])(=O)C>[CH3:23][O:22][C:15]1[CH:14]=[C:13]([N:28]2[CH2:29][CH2:30][N:25]([CH3:24])[CH2:26][CH2:27]2)[CH:18]=[C:17]([N+:19]([O-:21])=[O:20])[CH:16]=1 |f:0.1.2,7.8.9|. Solvent: C(C)(=O)OCC (ethyl acetate). The product is COC=1C=C(C=C(C1)[N+](=O)[O-])N1CCN(CC1)C (1-(3-methoxy-5-nitrophenyl)-4-methylpiperazine). Reactants: BrC1=CC(=CC(=C1)[N+](=O)[O-])OC (1-bromo-3-methoxy-5-nitrobenzene), CN1CCNCC1 (1-methylpiperazine), C1CCOC1 (THF), 1,1′-binaphthalene-2,2′-diylbis(diphenylphosphine), C([O-])([O-])=O.[Cs+].[Cs+] (cesium carbonate), C1CCOC1 (THF). Procedure: After a mixture of palladium acetate (188 mg), 1,1′-binaphthalene-2,2′-diylbis(diphenylphosphine) (781 mg), cesium carbonate (4.09 g) and THF (20 mL) was stirred for 30 minutes, a mixture of 1-bromo-3-methoxy-5-nitrobenzene (1.94 g), 1-methylpiperazine (2.76 mL) and THF (20 mL) was added and heated under reflux for 14 hours. After cooling, the reaction liquid was diluted with ethyl acetate, and insoluble materials were separated by filtration. After extraction with 2M hydrochloric acid from the ...